This data is from the Open Reaction Database (ORD), a public repository of structured organic reaction records. The task is: describe an organic reaction: reactants, conditions, products, and yield The reactants are [Al+3], C1CCOC1, CON(C)C(=O)C1(C)COC(C)(C)O1, [Cl-], [H-], [H-], [H-], [H-], [Li+], [NH4+]. The product is CC1(C=O)COC(C)(C)O1. Reaction SMILES: [Al+3:16].[CH2:23]1[O:24][CH2:25][CH2:26][CH2:27]1.[CH3:1][O:2][N:3]([C:4](=[O:5])[C:6]1([CH3:13])[O:7][C:8]([CH3:11])([CH3:12])[O:9][CH2:10]1)[CH3:14].[Cl-:21].[H-:15].[H-:18].[H-:19].[H-:20].[Li+:17].[NH4+:22]>>[CH:4](=[O:5])[C:6]1([CH3:13])[O:7][C:8]([CH3:11])([CH3:12])[O:9][CH2:10]1. Reactants: ClC1=C(C=CC=C1)C1=NCC(NC2=C1C=C(C=C2)Cl)=S (1,3-dihydro-5-(2-chlorophenyl)-7-chloro-2H-1,4-benzodiazepine-2-thione), Cl.CN(C)CC(C)Cl (N,N-dimethyl-2-chloropropylamine hydrochloride), [OH-].[K+] (potassium hydroxide), O1CCCC1 (tetrahydrofuran). Run in [Cl-].[Na+] (sodium chloride). Conditions: time 30 minute. Product: CC(CN(C)C)SC1=NC2=C(C(=NC1)C1=C(C=CC=C1)Cl)C=C(C=C2)Cl (2-(1-methyl-2-dimethylaminoethylthio)-5-(2-chlorophenyl)-7-chloro-3H-1,4-benzodiazepine). Isolated yield 64.2%. Reaction SMILES: [Cl:1][C:2]1[CH:7]=[CH:6][CH:5]=[CH:4][C:3]=1[C:8]1[C:14]2[CH:15]=[C:16]([Cl:19])[CH:17]=[CH:18][C:13]=2[NH:12][C:11](=[S:20])[CH2:10][N:9]=1.[OH-].[K+].O1CCCC1.Cl.[CH3:29][N:30]([CH2:32][CH:33](Cl)[CH3:34])[CH3:31]>[Cl-].[Na+]>[CH3:34][CH:33]([S:20][C:11]1[CH2:10][N:9]=[C:8]([C:3]2[CH:4]=[CH:5][CH:6]=[CH:7][C:2]=2[Cl:1])[C:14]2[CH:15]=[C:16]([Cl:19])[CH:17]=[CH:18][C:13]=2[N:12]=1)[CH2:32][N:30]([CH3:31])[CH3:29] |f:1.2,4.5,6.7|. Reported procedure: To a solution of 4.8 g of 1,3-dihydro-5-(2-chlorophenyl)-7-chloro-2H-1,4-benzodiazepine-2-thione in a solvent mixture comprising 28 ml of a 10% aqueous potassium hydroxide solution and 1 ml of tetrahydrofuran is added at room temperature with stirring 3.6 g of N,N-dimethyl-2-chloropropylamine hydrochloride, and the resulting mixture is stirred at room temperature for 2 hours and 30 minutes. The mixture is diluted with a saturated aqueous sodium chloride solution and then extracted with ether. Th... Reactants: COC(C1=C(C=C(C=C1)I)OC)=O (4-Iodo-2-methoxybenzoic acid methyl ester), [OH-].[Na+] (sodium hydroxide). Solvent: O1CCCC1 (tetrahydrofuran). The product is IC1=CC(=C(C(=O)O)C=C1)OC (4-Iodo-2-methoxybenzoic acid). Isolated yield 97.3%. As a reaction SMILES: C[O:2][C:3](=[O:13])[C:4]1[CH:9]=[CH:8][C:7]([I:10])=[CH:6][C:5]=1[O:11][CH3:12].[OH-].[Na+]>O1CCCC1>[I:10][C:7]1[CH:8]=[CH:9][C:4]([C:3]([OH:13])=[O:2])=[C:5]([O:11][CH3:12])[CH:6]=1 |f:1.2|. Procedure details: The 4-iodo-2-methoxybenzoic acid methyl ester of Step A (2.7 g, 9.24 mmol) was dissolved in tetrahydrofuran (40 mL) and 1 N sodium hydroxide (20 mL, 20 mmol) was added. The reaction mixture was heated at reflux for 3 hours, then cooled and concentrated in vacuo to give an orange oil that was partitioned between ethyl acetate and 2 N hydrochloric acid. The organic layer was dried over anhydrous sodium sulfate, filtered and concentrated in vacuo to give 2.5 g of title product as a yellow-orange so... Starting materials: C(C1=CC=CC=C1)=NC1=CC=CC=C1 (N-benzylideneaniline), complex 2, C(C1=CC=CC=C1)=CN (N-Benzylidenemethylamine). Reagents/catalysts: [Co] (cobalt). The product is C(C1=CC=CC=C1)NC (N-benzyl methyl amine), C(C1=CC=CC=C1)NC1=CC=CC=C1 (N-benzylaniline). RXN SMILES: C(=CN)C1C=CC=CC=1.[CH:10](=[N:17][C:18]1[CH:23]=[CH:22][CH:21]=[CH:20][CH:19]=1)[C:11]1[CH:16]=[CH:15][CH:14]=[CH:13][CH:12]=1>[Co]>[CH2:10]([NH:17][CH3:18])[C:11]1[CH:16]=[CH:15][CH:14]=[CH:13][CH:12]=1.[CH2:10]([NH:17][C:18]1[CH:23]=[CH:22][CH:21]=[CH:20][CH:19]=1)[C:11]1[CH:16]=[CH:15][CH:14]=[CH:13][CH:12]=1. Procedure details: Imines were hydrogenated using in situ-generated complex 2. Hydrogenation of N-benzylidene benzylamine proceeded under 4 atm H2 at 60° C. to afford dibenzylamine in 84% isolated yield using 2 mol % of complex 2 (Table 2, entry 13). N-Benzylidenemethylamine and N-benzylideneaniline were also hydrogenated by the cobalt catalyst, affording N-benzyl methyl amine and N-benzylaniline in good yields (Table 2, entries 14 and 15). Previous examples of cobalt-catalyzed imine hydrogenation are scarce.